This data is from the Open Reaction Database (ORD), a public repository of structured organic reaction records. The task is: describe an organic reaction: reactants, conditions, products, and yield Reactants: C1(=CC=CC=C1)C(=C)C1=CC=CC=C1 (1,1-diphenylethylene), C1(=CC=CC=C1)C(=C)C1=CC=CC=C1 (1,1-diphenylethylene), p-amino substituted bromobenzene, C(C)(=O)C1=CC=CC=C1 (acetophenone), C[N+](=CCl)C.[Cl-] (Vilsmeier reagent), P(=O)(Cl)(Cl)Cl (phosphorus oxychloride). Run in CN(C=O)C (N,N-dimethylformamide). Product: C1(=CC=CC=C1)C(=CC=O)C1=CC=CC=C1 (3,3-diphenylacrolein). Reaction SMILES: [C:1]1([C:7]([C:9]2[CH:14]=[CH:13][CH:12]=[CH:11][CH:10]=2)=[CH2:8])[CH:6]=[CH:5][CH:4]=[CH:3][CH:2]=1.[C:15](C1C=CC=CC=1)(=[O:17])C.C[N+](C)=CCl.[Cl-].P(Cl)(Cl)(Cl)=O>CN(C)C=O>[C:1]1([C:7]([C:9]2[CH:10]=[CH:11][CH:12]=[CH:13][CH:14]=2)=[CH:8][CH:15]=[O:17])[CH:6]=[CH:5][CH:4]=[CH:3][CH:2]=1 |f:2.3|. Procedure details: First, a Grignard's reagent prepared from methyl chloride and magnesium is reacted with p-amino substituted benzophenone (2), followed by dehydration, to obtain 1,1-diphenylethylene derivative (3). Alternatively, the 1,1-diphenylethylene derivative (3) can be synthesized by reacting a Grignard's reagent, prepared from p-amino substituted bromobenzene, with an acetophenone compound (5), followed by dehydration. Next, a Vilsmeier reagent prepared from phosphorus oxychloride and N,N-dimethylformami...